Dataset: the Open Reaction Database (ORD), a public repository of structured organic reaction records. Task: describe an organic reaction: reactants, conditions, products, and yield The reactants are 3-dimethylamino-1-pyridin-3-yl-propenone, N(C(=N)N)C=1C=C(C=CC1C)NC(C1=CC=C(C=C1)CN1CCN(CC1)C)=O (N-(3-guanidino-4-methyl-phenyl)-4-(4-methyl-piperazin-1-ylmethyl)-benzamide), CNC (dimethylamine). The solvent is C(CCC)O (n-butanol). Conditions: temperature 150 celsius, time 16 hour. Yields the product CN1CCN(CC1)CC1=CC=C(C(=O)NC2=CC(=C(C=C2)C)NC2=NC=CC(=N2)C=2C=NC=CC2)C=C1 (4-(4-methyl-piperazin-1-ylmethyl)-N-[4-methyl-3-(4-pyridin-3-yl-pyrimidin-2-ylamino)-phenyl]-benzamide). RXN SMILES: [NH:1]([C:5]1[CH:6]=[C:7]([NH:12][C:13](=[O:28])[C:14]2[CH:19]=[CH:18][C:17]([CH2:20][N:21]3[CH2:26][CH2:25][N:24]([CH3:27])[CH2:23][CH2:22]3)=[CH:16][CH:15]=2)[CH:8]=[CH:9][C:10]=1[CH3:11])[C:2]([NH2:4])=[NH:3].[CH3:29][NH:30][CH3:31]>C(O)CCC>[CH3:27][N:24]1[CH2:25][CH2:26][N:21]([CH2:20][C:17]2[CH:16]=[CH:15][C:14]([C:13]([NH:12][C:7]3[CH:8]=[CH:9][C:10]([CH3:11])=[C:5]([NH:1][C:2]4[N:4]=[C:5]([C:10]5[CH:29]=[N:30][CH:31]=[CH:8][CH:9]=5)[CH:6]=[CH:7][N:3]=4)[CH:6]=3)=[O:28])=[CH:19][CH:18]=2)[CH2:22][CH2:23]1. Procedure: A suspension of N-(3-guanidino-4-methyl-phenyl)-4-(4-methyl-piperazin-1-ylmethyl)-benzamide (30 g, 79 mmol) in n-butanol (150 ml) at 120° C. under an atmosphere of nitrogen is treated with 3-dimethylamino-1-pyridin-3-yl-propenone (15.3 g, 87 mmol). The resulting suspension is heated at 150° C. for 5 hrs. The reaction mixtures becomes a homogeneous deep orange solution and dimethylamine is removed by the distillation of n-butanol (130 ml). n-Butanol (20 ml) is added during the distillation. Butyl... Starting materials: O (water), Cl (hydrochloric acid), CSCCC1C(NC(C(N1)=O)CCSC)=O (3,6-bis[2-(methylthio)ethyl]-2,5-piperazinedione), CSCCC1C(NC(C(N1)=O)CCSC)=O (3,6-bis[2-(methylthio)ethyl]-2,5-piperazinedione). Conditions: temperature 110 celsius, time 2 hour. The product is N[C@@H](CCSC)C(=O)N[C@@H](CCSC)C(=O)O (methionylmethionine). As a reaction SMILES: Cl.[CH3:2][S:3][CH2:4][CH2:5][CH:6]1[NH:11][C:10](=[O:12])[CH:9]([CH2:13][CH2:14][S:15][CH3:16])[NH:8][C:7]1=[O:17].[OH2:18]>>[NH2:8][C@H:9]([C:10]([NH:11][C@H:6]([C:7]([OH:17])=[O:18])[CH2:5][CH2:4][S:3][CH3:2])=[O:12])[CH2:13][CH2:14][S:15][CH3:16]. Procedure details: 500 l of water were introduced into a 500 l enameled tank with stirrer, 32 l of concentrated hydrochloric acid and 78.6 kg of 3,6-bis[2-(methylthio)ethyl]-2,5-piperazinedione (III) (DKP) were added, and the apparatus was closed tightly. It was then heated at 110° C. while stirring for 2 hours, during which the pressure rose to 2.5 bar and the DKP (III) virtually completely dissolved. After the reaction was complete, the mixture was cooled to 20° C., and the unreacted DKP was spun down in a centr... The reactants are C(=O)=O.CC(=O)C (dry ice acetone), B(Br)(Br)Br (Boron tribromide), C(=O)=O.CC(=O)C (dry ice acetone), solution, BrC=1C=C(C=CC1OC)C1=CC=C(C=C1)CN(C(=O)C1=CN(C2=CC=CC=C12)C)C (N-[(3′-bromo-4′-methoxy-1,1′-biphenyl-4-yl)methyl]-N,1-dimethyl-1H-indole-3-carboxamide), O (water). Run in C(Cl)Cl (methylene chloride), C(Cl)Cl (methylene chloride). Run at time 3 hour. The product is BrC=1C=C(C=CC1O)C1=CC=C(C=C1)CN(C(=O)C1=CN(C2=CC=CC=C12)C)C (N-[(3′-bromo-4′-hydroxy-1,1′-biphenyl-4-yl)methyl]-N,1-dimethyl-1H-indole-3-carboxamide). Yield: 71.2%. As a reaction SMILES: B(Br)(Br)Br.[Br:5][C:6]1[CH:7]=[C:8]([C:14]2[CH:19]=[CH:18][C:17]([CH2:20][N:21]([CH3:34])[C:22]([C:24]3[C:32]4[C:27](=[CH:28][CH:29]=[CH:30][CH:31]=4)[N:26]([CH3:33])[CH:25]=3)=[O:23])=[CH:16][CH:15]=2)[CH:9]=[CH:10][C:11]=1[O:12]C.C(=O)=O.CC(C)=O.O>C(Cl)Cl>[Br:5][C:6]1[CH:7]=[C:8]([C:14]2[CH:19]=[CH:18][C:17]([CH2:20][N:21]([CH3:34])[C:22]([C:24]3[C:32]4[C:27](=[CH:28][CH:29]=[CH:30][CH:31]=4)[N:26]([CH3:33])[CH:25]=3)=[O:23])=[CH:16][CH:15]=2)[CH:9]=[CH:10][C:11]=1[OH:12] |f:2.3|. Reported procedure: Boron tribromide (44.8 mL of a 1 M solution in methylene chloride; 44 mmol) was added under nitrogen dropwise over 30 minutes to a solution of N-[(3′-bromo-4′-methoxy-1,1′-biphenyl-4-yl)methyl]-N,1-dimethyl-1H-indole-3-carboxamide (6.8 g, 14.7 mmol), prepared in the previous step, in 150 mL of methylene chloride at dry ice-acetone temperature. After the addition the dry ice-acetone bath was replaced with an ice bath and the stirring continued for 3 h. At ice bath temperature 60 mL of water was a... The reactants are Cc1ccc(NN)cc1, COc1ccc(C(=O)c2cccnc2Cl)cc1, c1ccncc1. Product: COc1ccc(C(=NNc2ccc(C)cc2)c2cccnc2Cl)cc1. RXN SMILES: [CH3:18][c:19]1[cH:20][cH:21][c:22]([NH:25][NH2:26])[cH:23][cH:24]1.[CH3:1][O:2][c:3]1[cH:4][cH:5][c:6]([C:9](=[O:10])[c:11]2[c:12]([Cl:17])[n:13][cH:14][cH:15][cH:16]2)[cH:7][cH:8]1.[cH:27]1[cH:28][cH:29][n:30][cH:31][cH:32]1>>[CH3:1][O:2][c:3]1[cH:4][cH:5][c:6]([C:9]([c:11]2[c:12]([Cl:17])[n:13][cH:14][cH:15][cH:16]2)=[N:26][NH:25][c:22]2[cH:21][cH:20][c:19]([CH3:18])[cH:24][cH:23]2)[cH:7][cH:8]1. The reactants are CC(C(=O)O)CSC(C)=O (2-methyl-3-acetylmercaptopropionic acid), Cl.COC(=O)C1NC2=CC=CC=C2CC1 (1,2,3,4-tetrahydroquinoline-2-carboxylic acid methyl ester hydrochloride), ON1N=NC2=C1C=CC=C2 (1-hydroxy-benzotriazole), C(C)N1CCOCC1 (N-ethylmorpholine), C1(CCCCC1)N=C=NC1CCCCC1 (dicyclohexyl carbodiimide). Run in CC(=O)N(C)C (dimethyl acetamide). Conditions: time 4 hour. Product: SC1C(N(C2=CC=CC=C2C1)C(C(C)C)=O)C(=O)O (3-Mercapto-2-methylpropionyl-1,2,3,4-tetrahydroquinoline-2-carboxylic acid). As a reaction SMILES: CC(C[S:7]C(=O)C)C(O)=O.Cl.C[O:13][C:14]([CH:16]1[CH2:25][CH2:24][C:23]2[C:18](=[CH:19][CH:20]=[CH:21][CH:22]=2)[NH:17]1)=[O:15].ON1C2C=C[CH:34]=[CH:35][C:30]=2N=N1.C(N1C[CH2:42][O:41]CC1)C.C1(N=C=NC2CCCCC2)CCCCC1>CC(N(C)C)=O>[SH:7][CH:25]1[CH2:24][C:23]2[C:18](=[CH:19][CH:20]=[CH:21][CH:22]=2)[N:17]([C:42](=[O:41])[CH:35]([CH3:34])[CH3:30])[CH:16]1[C:14]([OH:13])=[O:15] |f:1.2|. Procedure: 1.63 g of 2-methyl-3-acetylmercaptopropionic acid and 2.3 g of 1,2,3,4-tetrahydroquinoline-2-carboxylic acid methyl ester hydrochloride, prepared as described in Chem. Ber. 61, page 2377 (1928), are dissolved under nitrogen in 20 ml of dimethyl acetamide. 1.35 g of 1-hydroxy-benzotriazole, 1.28 ml of N-ethylmorpholine and 2.2 g of dicyclohexyl carbodiimide are successively added and the whole is stirred for 4 hours at room temperature. The reaction mixture is then filtered and the solvent is dis... Reported procedure: Under these microaerobic conditions, strain 246-27 and strain C29/403-7 consumed xylose at about 0.5 g/L/hr and all produced lactic acid at about 0.4 g/L/hr. Strain C29/403-7/425 produced about 10-15% more lactic acid and about 10-15% less xylitol than strain C29/403-7 under these conditions. Strain C29/403-7 produced more xylulose than the others, suggesting that xylulose accumulates in this strain because of xylose isomerase activity. The reactants are O=C[C@H](O)[C@@H](O)[C@H](O)CO (xylose), C(C(O)C)(=O)O (lactic acid). The product is C(C(O)C)(=O)O (lactic acid), C([C@H](O)[C@@H](O)[C@H](O)CO)O (xylitol). As a reaction SMILES: [O:1]=[CH:2][C@@H:3]([C@H:5]([C@@H:7]([CH2:9][OH:10])[OH:8])[OH:6])[OH:4].[C:11]([OH:16])(=[O:15])[CH:12]([CH3:14])[OH:13]>>[C:11]([OH:16])(=[O:15])[CH:12]([CH3:14])[OH:13].[CH2:2]([OH:1])[C@@H:3]([C@H:5]([C@@H:7]([CH2:9][OH:10])[OH:8])[OH:6])[OH:4]. Reactants: C(C)(C)[Mg]Cl (isopropylmagnesium chloride), C(C)(C)(C)OC(=O)N[C@H]([C@@H](/C=C/C(=O)OC)OS(=O)(=O)C)CC1=CC=CC=C1 (trans-(4R,5S)-Methyl 5-(t-Butyloxycarbonylamino)-4-(methanesulfonyloxy)-6-phenyl-2-hexenoate), C(C)(C)(C)OC(=O)N[C@H]([C@@H](/C=C/C(=O)OC)OS(=O)(=O)C)CC(C)C (trans-(4R,5S)-Methyl 5-(t-Butyloxycarbonylamino)-4-(methanesulfonyloxy)-7-methyl-2-octenoate). The product is C(C)(C)(C)OC(=O)N[C@H](/C=C/[C@@H](C(C)C)C(=O)OC)CC(C)C (trans-(3R,6S)-Methyl 6-(t-Butyloxycarbonylamino)-2,8-dimethyl-4-nonen-3-carboxylate). As a reaction SMILES: [CH:1]([Mg]Cl)([CH3:3])[CH3:2].[C:6]([O:10][C:11]([NH:13][C@@H:14]([CH2:27][C:28]1[CH:33]=CC=C[CH:29]=1)[C@H:15](OS(C)(=O)=O)/[CH:16]=[CH:17]/[C:18]([O:20][CH3:21])=[O:19])=[O:12])([CH3:9])([CH3:8])[CH3:7].C(OC(N[C@@H](CC(C)C)[C@H](OS(C)(=O)=O)/C=C/C(OC)=O)=O)(C)(C)C>>[C:6]([O:10][C:11]([NH:13][C@@H:14]([CH2:27][CH:28]([CH3:29])[CH3:33])/[CH:15]=[CH:16]/[C@H:17]([C:18]([O:20][CH3:21])=[O:19])[CH:1]([CH3:3])[CH3:2])=[O:12])([CH3:7])([CH3:8])[CH3:9]. Procedure details: Using the procedure of Example 8 but replacing benzylmagnesium chloride with isopropylmagnesium chloride and replacing the resultant compound of Example 7 with the resultant compound of Example 33 provided the desired compound. Reactants: C=CCc1ccc([N+](=O)[O-])cc1, O=C(OO)c1cccc(Cl)c1, ClCCl. Yields the product O=[N+]([O-])c1ccc(CC2CO2)cc1. RXN SMILES: [CH2:12]([CH:13]=[CH2:14])[c:15]1[cH:16][cH:17][c:18]([N+:21](=[O:22])[O-:23])[cH:19][cH:20]1.[Cl:1][c:2]1[cH:3][c:4]([C:9](=[O:6])[O:10][OH:11])[cH:5][cH:7][cH:8]1.[Cl:24][CH2:25][Cl:26]>>[O:6]1[CH:13]([CH2:12][c:15]2[cH:16][cH:17][c:18]([N+:21](=[O:22])[O-:23])[cH:19][cH:20]2)[CH2:14]1. Reactants: NCC=1C=CC(=C(C1)S(=O)(=O)NC(C)(C)C)F (5-aminomethyl-N-tert-butyl-2-fluoro-benzenesulfonamide), BrC=1C=C(C=C(C1)C(F)(F)F)S(=O)(=O)Cl (3-bromo-5-(trifluoromethyl)benzene-1-sulfonyl chloride). Yields the product NCC=1C=C(C=C(C1)C(F)(F)F)S(=O)(=O)NC(C)(C)C (3-Aminomethyl-N-tert-butyl-5-trifluoromethyl-benzenesulfonamide). RXN SMILES: [NH2:1][CH2:2][C:3]1[CH:4]=[CH:5][C:6](F)=[C:7]([S:9]([NH:12][C:13]([CH3:16])([CH3:15])[CH3:14])(=[O:11])=[O:10])[CH:8]=1.BrC1C=C(S(Cl)(=O)=O)C=C([C:25]([F:28])([F:27])[F:26])C=1>>[NH2:1][CH2:2][C:3]1[CH:8]=[C:7]([S:9]([NH:12][C:13]([CH3:16])([CH3:15])[CH3:14])(=[O:11])=[O:10])[CH:6]=[C:5]([C:25]([F:28])([F:27])[F:26])[CH:4]=1. Procedure details: 3-Aminomethyl-N-tert-butyl-5-trifluoromethyl-benzenesulfonamide was synthesized in a manner analogous to 5-aminomethyl-N-tert-butyl-2-fluoro-benzenesulfonamide in Example 3, using 3-bromo-5-(trifluoromethyl)benzene-1-sulfonyl chloride in place of 5-chloro-2-fluorobenzene-1-sulfonyl chloride.